This data is from the Open Reaction Database (ORD), a public repository of structured organic reaction records. The task is: describe an organic reaction: reactants, conditions, products, and yield Starting materials: [BH3-]C#N, CO, CNC, Cl, [K+], [Na+], [Na+], [OH-], [OH-], Cc1ccc(S(=O)(=O)N2CCN(S(=O)(=O)c3ccc(C)cc3)CC(=O)C2)cc1. Product: Cc1ccc(S(=O)(=O)N2CCN(S(=O)(=O)c3ccc(C)cc3)CC(N(C)C)C2)cc1. Reaction SMILES: [C:35]([BH3-:36])#[N:37].[CH3:41][OH:42].[CH3:4][NH:5][CH3:6].[ClH:3].[K+:2].[Na+:38].[Na+:40].[OH-:1].[OH-:39].[c:7]1([CH3:34])[cH:8][cH:9][c:10]([S:13](=[O:14])(=[O:15])[N:16]2[CH2:17][CH2:18][N:19]([S:24](=[O:25])(=[O:26])[c:27]3[cH:28][cH:29][c:30]([CH3:33])[cH:31][cH:32]3)[CH2:20][C:21](=[O:23])[CH2:22]2)[cH:11][cH:12]1>>[CH3:4][N:5]([CH3:6])[CH:21]1[CH2:20][N:19]([S:24](=[O:25])(=[O:26])[c:27]2[cH:28][cH:29][c:30]([CH3:33])[cH:31][cH:32]2)[CH2:18][CH2:17][N:16]([S:13]([c:10]2[cH:9][cH:8][c:7]([CH3:34])[cH:12][cH:11]2)(=[O:14])=[O:15])[CH2:22]1. The reactants are C1(CC1)C[C@@H](C(=O)N[C@H](C(=O)[C@@]1(OC1)C)CC1=CC=CC=C1)NC([C@H](C)NC(OC(C)(C)C)=O)=O (tert-butyl ((S)-1-(((S)-3-cyclopropyl-1-(((S)-1-((R)-2-methyloxiran-2-yl)-1-oxo-3-phenylpropan-2-yl)amino)-1-oxopropan-2-yl)amino)-1-oxopropan-2-yl)carbamate), C(=O)(C(F)(F)F)O (TFA). Run in C(Cl)Cl (DCM). Conditions: time 30 minute. Product: OC(=O)C(F)(F)F.N[C@H](C(=O)N[C@H](C(=O)N[C@H](C(=O)[C@@]1(OC1)C)CC1=CC=CC=C1)CC1CC1)C ((S)-2-((S)-2-aminopropanamido)-3-cyclopropyl-N-((S)-1-((R)-2-methyloxiran-2-yl)-1-oxo-3-phenylpropan-2-yl)propanamide TFA salt). As a reaction SMILES: [CH:1]1([CH2:4][C@H:5]([NH:23][C:24](=[O:35])[C@@H:25]([NH:27]C(=O)OC(C)(C)C)[CH3:26])[C:6]([NH:8][C@@H:9]([CH2:16][C:17]2[CH:22]=[CH:21][CH:20]=[CH:19][CH:18]=2)[C:10]([C@@:12]2([CH3:15])[CH2:14][O:13]2)=[O:11])=[O:7])[CH2:3][CH2:2]1.[C:36]([OH:42])([C:38]([F:41])([F:40])[F:39])=[O:37]>C(Cl)Cl>[OH:42][C:36]([C:38]([F:41])([F:40])[F:39])=[O:37].[NH2:27][C@@H:25]([CH3:26])[C:24]([NH:23][C@@H:5]([CH2:4][CH:1]1[CH2:3][CH2:2]1)[C:6]([NH:8][C@@H:9]([CH2:16][C:17]1[CH:18]=[CH:19][CH:20]=[CH:21][CH:22]=1)[C:10]([C@@:12]1([CH3:15])[CH2:14][O:13]1)=[O:11])=[O:7])=[O:35] |f:3.4|. Procedure details: To tert-butyl ((S)-1-(((S)-3-cyclopropyl-1-(((S)-1-((R)-2-methyloxiran-2-yl)-1-oxo-3-phenylpropan-2-yl)amino)-1-oxopropan-2-yl)amino)-1-oxopropan-2-yl)carbamate (380 mg, 0.779 mmol) was added DCM (2.5 mL) and TFA (2.5 mL). The mixture was allowed to stand at ambient temperature for 30 min before it was concentrated to provide (S)-2-((S)-2-aminopropanamido)-3-cyclopropyl-N-((S)-1-((R)-2-methyloxiran-2-yl)-1-oxo-3-phenylpropan-2-yl)propanamide TFA salt (377 mg, quant.) as a yellow oil that was car... The reactants are Brc1ccsc1, N#CCC(O)C#N, CC(C)O, [Cu]Br, [H-], [Na+], CN(C)C=O. The product is N#CCC(O)(C#N)c1ccsc1. As a reaction SMILES: [Br:14][c:15]1[cH:16][s:17][cH:18][cH:19]1.[C:7]([CH:8]([OH:9])[CH2:10][C:11]#[N:12])#[N:13].[CH:1]([OH:2])([CH3:3])[CH3:4].[Cu:20][Br:21].[H-:6].[Na+:5].[O:22]=[CH:23][N:24]([CH3:25])[CH3:26]>>[C:7]([C:8]([OH:9])([CH2:10][C:11]#[N:12])[c:15]1[cH:16][s:17][cH:18][cH:19]1)#[N:13].